Dataset: the Open Reaction Database (ORD), a public repository of structured organic reaction records. Task: describe an organic reaction: reactants, conditions, products, and yield Reactants: CCC(CC)(c1ccc(OCC(O[Si](C)(C)C(C)(C)C)C(C)(C)C)c(C)c1)c1cc(C)c(S(=O)(=O)Cl)s1, [NH4+], [OH-]. The product is CCC(CC)(c1ccc(OCC(O[Si](C)(C)C(C)(C)C)C(C)(C)C)c(C)c1)c1cc(C)c(S(N)(=O)=O)s1. Reaction SMILES: [C:1]([CH3:2])([CH3:3])([CH3:4])[Si:5]([O:6][CH:7]([CH2:8][O:9][c:10]1[c:11]([CH3:31])[cH:12][c:13]([C:16]([CH2:17][CH3:18])([CH2:19][CH3:20])[c:21]2[cH:22][c:23]([CH3:30])[c:24]([S:26](=[O:27])(=[O:28])[Cl:29])[s:25]2)[cH:14][cH:15]1)[C:32]([CH3:33])([CH3:34])[CH3:35])([CH3:36])[CH3:37].[NH4+:39].[OH-:38]>>[C:1]([CH3:2])([CH3:3])([CH3:4])[Si:5]([O:6][CH:7]([CH2:8][O:9][c:10]1[c:11]([CH3:31])[cH:12][c:13]([C:16]([CH2:17][CH3:18])([CH2:19][CH3:20])[c:21]2[cH:22][c:23]([CH3:30])[c:24]([S:26](=[O:27])(=[O:28])[NH2:39])[s:25]2)[cH:14][cH:15]1)[C:32]([CH3:33])([CH3:34])[CH3:35])([CH3:36])[CH3:37].